This data is from the Open Reaction Database (ORD), a public repository of structured organic reaction records. The task is: describe an organic reaction: reactants, conditions, products, and yield The reactants are C1CC12COC(OC2)COC2=C(C(=[N+](C=C2)[O-])C)C (4-(5,7-dioxaspiro[2.5]oct-6-ylmethoxy)-2,3-dimethylpyridine 1-oxide), C(C)(=O)OC(C)=O (acetic anhydride), [OH-].[Na+] (sodium hydroxide). Run at temperature 85 celsius, time 45 minute. Yields the product C1CC12COC(OC2)COC2=C(C(=NC=C2)CO)C ((4-(5,7-dioxaspiro[2.5]oct-6-ylmethoxy)-3-methylpyridin-2-yl)methanol). Isolated yield 28.9%. RXN SMILES: [CH2:1]1[C:3]2([CH2:8][O:7][CH:6]([CH2:9][O:10][C:11]3[CH:16]=[CH:15][N+:14]([O-])=[C:13]([CH3:18])[C:12]=3[CH3:19])[O:5][CH2:4]2)[CH2:2]1.C(OC(=O)C)(=[O:22])C.[OH-].[Na+]>>[CH2:1]1[C:3]2([CH2:8][O:7][CH:6]([CH2:9][O:10][C:11]3[CH:16]=[CH:15][N:14]=[C:13]([CH2:18][OH:22])[C:12]=3[CH3:19])[O:5][CH2:4]2)[CH2:2]1 |f:2.3|. Procedure details: The 4-(5,7-dioxaspiro[2.5]oct-6-ylmethoxy)-2,3-dimethylpyridine 1-oxide (1.8 g, 6.78 mmol) obtained by the step (2c) was mixed with acetic anhydride (5.77 ml, 61 mmol). The mixture was stirred at 85° C. for 45 minutes and then acetic anhydride was distilled off. The residue was cooled on ice and dissolved in methanol. To this, a 5N aqueous sodium hydroxide solution (2.98 ml, 14.9 mmol) was added under ice-cool and the mixture was stirred at room temperature for 2 hours. Methanol was distilled of... The reactants are CC1=NOC(=C1)N (3-methyl-5-aminoisoxazole), C(C)OC(CC(=O)C=COCC)=O (ethoxymethyleneacetoacetic acid ethyl ester). Run at time 45 minute. Yields the product C(C)OC(CC(=O)C=CNC1=CC(=NO1)C)=O ((3-Methyl-5-isoxazolyl)aminomethyleneacetoacetic acid ethyl ester). RXN SMILES: [CH3:1][C:2]1[CH:6]=[C:5]([NH2:7])[O:4][N:3]=1.[CH2:8]([O:10][C:11](=[O:20])[CH2:12][C:13]([CH:15]=[CH:16]OCC)=[O:14])[CH3:9]>>[CH2:8]([O:10][C:11](=[O:20])[CH2:12][C:13]([CH:15]=[CH:16][NH:7][C:5]1[O:4][N:3]=[C:2]([CH3:1])[CH:6]=1)=[O:14])[CH3:9]. Procedure: 98 g. of 3-methyl-5-aminoisoxazole (1 mol.) and 186 g. of ethoxymethyleneacetoacetic acid ethyl ester (1 mol.) are heated with stirring for 45 minutes at 130°. After this period, ethanol is removed under reduced pressure. The residue solidifies on cooling and is recrystallized from ethanol, m.p. 93°-95°, yield 208 g. (87%). Reactants: [OH-].[Na+].CCO (NaOH EtOH), O1CCOC2=C1C=CC(=C2)SC2=C(C=C(C=C2)\C=C\C(=O)N2C(CNCC2)C(=O)OC)C(F)(F)F ((Benzodioxan-6-yl)[2-trifluoromethyl-4-(E-((2-carbomethoxypiperazin-1-yl)carbonyl)ethenyl)phenyl]sulfide), ClC(=O)OC (methyl chloroformate), N1=CC=CC=C1 (pyridine). Product: O1CCOC2=C1C=CC(=C2)SC2=C(C=C(C=C2)\C=C\C(=O)N2C(CN(CC2)C(=O)OC)C(=O)O)C(F)(F)F ((Benzodioxan-6-yl)[2-trifluoromethyl-4-(E-((2-carboxy-4-methoxycarbonylpiperazin-1-yl)carbonyl)ethenyl)phenyl]sulfide). Reaction SMILES: [O:1]1[C:6]2[CH:7]=[CH:8][C:9]([S:11][C:12]3[CH:17]=[CH:16][C:15](/[CH:18]=[CH:19]/[C:20]([N:22]4[CH2:27][CH2:26][NH:25][CH2:24][CH:23]4[C:28]([O:30]C)=[O:29])=[O:21])=[CH:14][C:13]=3[C:32]([F:35])([F:34])[F:33])=[CH:10][C:5]=2[O:4][CH2:3][CH2:2]1.Cl[C:37]([O:39][CH3:40])=[O:38].N1C=CC=CC=1.[OH-].[Na+].CCO>C(Cl)Cl.O>[O:1]1[C:6]2[CH:7]=[CH:8][C:9]([S:11][C:12]3[CH:17]=[CH:16][C:15](/[CH:18]=[CH:19]/[C:20]([N:22]4[CH2:27][CH2:26][N:25]([C:37]([O:39][CH3:40])=[O:38])[CH2:24][CH:23]4[C:28]([OH:30])=[O:29])=[O:21])=[CH:14][C:13]=3[C:32]([F:35])([F:33])[F:34])=[CH:10][C:5]=2[O:4][CH2:3][CH2:2]1 |f:3.4.5|. Solvent: C(Cl)Cl (CH2Cl2), O (H2O). Procedure: The title compound was prepared by treating the compound of Example 255 with methyl chloroformate and pyridine in CH2Cl2 at room temperature, and followed by hydrolysis under basic conditions (aq. NaOH/EtOH), producing a white solid, mp 102° C. (dec.). 1H NMR (DMSO-d6, 300 MHz) δ 2.85 (m, 1H), 3.02 (m, 1H), 3.20 (m, 1H), 3.40 (m, 1H), 3.62 (s, 3H), 3.88 (m, 1H), 4.29 (s, 4H), 4.35 (m, 1H), 5.15 (m, 1H), 6.90-7.10 (m, 3H), 7.30 (d, J=15.0 Hz, 1H), 7.40 (d, J=15.0 Hz, 1H), 7.54 (d, J=15.0 Hz, 1H),... Starting materials: C(#N)C1=CC(=C(C=C1)C1C(NC(N1)=O)=O)C#CC1=CC=CC=C1 (5-[4-cyano-2-(2-phenylethynyl)phenyl]hydantoin). Reagents/catalysts: [C].[Pd] (palladium-carbon). The solvent is CO (methanol). Yields the product C(#N)C1=CC(=C(C=C1)C1C(NC(N1)=O)=O)CCC1=CC=CC=C1 (5-[4-cyano-2-(2-phenylethyl)phenyl]hydantoin). Reaction SMILES: [C:1]([C:3]1[CH:8]=[CH:7][C:6]([CH:9]2[NH:13][C:12](=[O:14])[NH:11][C:10]2=[O:15])=[C:5]([C:16]#[C:17][C:18]2[CH:23]=[CH:22][CH:21]=[CH:20][CH:19]=2)[CH:4]=1)#[N:2]>CO.[C].[Pd]>[C:1]([C:3]1[CH:8]=[CH:7][C:6]([CH:9]2[NH:13][C:12](=[O:14])[NH:11][C:10]2=[O:15])=[C:5]([CH2:16][CH2:17][C:18]2[CH:23]=[CH:22][CH:21]=[CH:20][CH:19]=2)[CH:4]=1)#[N:2] |f:2.3|. Procedure details: A solution of 5-[4-cyano-2-(2-phenylethynyl)phenyl]hydantoin (100 mg, 0.33 mmol) in methanol (20 ml) was shaken with 10% palladium-carbon (10 mg) under an atmosphere of hydrogen for 24 hours at 60 p.s.i. The catalyst was removed by filtration to give 5-[4-cyano-2-(2-phenylethyl)phenyl]hydantoin as a colourless oil. Reactants: ClC(Cl)(OC(OC(Cl)(Cl)Cl)=O)Cl (triphosgene), COC=1C=C2C(=CC=NC2=CC1OC)OC1=CC(=C(N)C=C1)F (4-[(6,7-Dimethoxy-4-quinolyl)oxy]-2-fluoroaniline), C(C)(CC)N (sec-butylamine). Solvent: C(C)N(CC)CC (triethylamine), ClCCl (dichloromethane), C(Cl)(Cl)Cl (chloroform). Product: C(C)(CC)NC(=O)NC1=C(C=C(C=C1)OC1=CC=NC2=CC(=C(C=C12)OC)OC)F (N-(sec-Butyl)-N′-{4-[(6,7-dimethoxy-4-quinolyl)oxy]-2-fluorophenyl}urea). Yield: 89.0%. As a reaction SMILES: [CH3:1][O:2][C:3]1[CH:4]=[C:5]2[C:10](=[CH:11][C:12]=1[O:13][CH3:14])[N:9]=[CH:8][CH:7]=[C:6]2[O:15][C:16]1[CH:22]=[CH:21][C:19]([NH2:20])=[C:18]([F:23])[CH:17]=1.ClC(Cl)(O[C:28](=[O:34])OC(Cl)(Cl)Cl)Cl.[CH:36]([NH2:40])([CH2:38][CH3:39])[CH3:37]>C(Cl)(Cl)Cl.C(N(CC)CC)C.ClCCl>[CH:36]([NH:40][C:28]([NH:20][C:19]1[CH:21]=[CH:22][C:16]([O:15][C:6]2[C:5]3[C:10](=[CH:11][C:12]([O:13][CH3:14])=[C:3]([O:2][CH3:1])[CH:4]=3)[N:9]=[CH:8][CH:7]=2)=[CH:17][C:18]=1[F:23])=[O:34])([CH2:38][CH3:39])[CH3:37]. Reported procedure: 4-[(6,7-Dimethoxy-4-quinolyl)oxy]-2-fluoroaniline (100 mg) was dissolved in chloroform (5 ml) and triethylamine (1 ml), and a solution of triphosgene (104 mg) in dichloromethane was then added to the solution. The mixture was heated under reflux for 5 min. Next, sec-butylamine (48 μl) was added to the reaction solution. The mixture was heated under reflux for 10 min. The solvent was removed by distillation under the reduced pressure. The residue was purified by chromatography on silica gel by de...